From a dataset of the Open Reaction Database (ORD), a public repository of structured organic reaction records. describe an organic reaction: reactants, conditions, products, and yield Starting materials: C1CN2CCN1CC2, C=CC#N, CCOCC, CCc1cnc(Cl)c(C=O)c1. Yields the product C=C(C#N)C(O)c1cc(CC)cnc1Cl. As a reaction SMILES: [CH2:12]1[N:13]2[CH2:14][CH2:15][N:16]([CH2:17][CH2:18]2)[CH2:19]1.[CH2:20]=[CH:21][C:22]#[N:23].[CH3:24][CH2:25][O:26][CH2:27][CH3:28].[Cl:1][c:2]1[c:3]([CH:4]=[O:5])[cH:6][c:7]([CH2:10][CH3:11])[cH:8][n:9]1>>[Cl:1][c:2]1[c:3]([CH:4]([OH:5])[C:21](=[CH2:20])[C:22]#[N:23])[cH:6][c:7]([CH2:10][CH3:11])[cH:8][n:9]1. Starting materials: (C2H5O)2C6H5Si(CH2)3O(CH2)3NH2, [Si](OCCOC)(OCCOC)(OCCOC)CCN ((CH3OCH2CH2O)3Si(CH2)2NH2), [Si](OCC)(OCC)(OCC)CCCOCCCN ((C2H5O)3Si(CH2)3O(CH2)3NH2), Si(CH)0 (CH)NH(C2H5O)2CH3Si(CH2)3NH2, [Si](OCC)(OCC)(OCC)CCCN ((C2H5O)3Si(CH2)3NH2), [Si](OCCOC)(OCCOC)(OCCOC)CCCN ((CH3OCH2CH2O)3Si(CH2)3NH2), [Si](OCC)(OCC)(OCC)COCCN ((C2H5O)3SiCH2O(CH2)2NH2). Yields the product [Si](OC)(OC)(OC)CCCNCCN ((CH3O)3Si(CH2)3NH(CH2)2NH2). As a reaction SMILES: [Si]([CH2:17][CH2:18][NH2:19])(OCCOC)(OCCOC)OCCOC.[Si:20]([CH2:30][CH2:31][CH2:32][NH2:33])([O:27][CH2:28]C)([O:24][CH2:25]C)[O:21][CH2:22]C.[Si](CCCN)(OCCOC)(OCCOC)OCCOC.[Si](CCCOCCCN)(OCC)(OCC)OCC.[Si](COCCN)(OCC)(OCC)OCC>>[Si:20]([CH2:30][CH2:31][CH2:32][NH:33][CH2:17][CH2:18][NH2:19])([O:27][CH3:28])([O:24][CH3:25])[O:21][CH3:22]. Procedure details: (CH3OCH2CH2O)3Si(CH2)2NH2 ; (C2H5O)3Si(CH2)3NH2 ; (CH3OCH2CH2O)3Si(CH2)3NH2 ; (C2H5O)3Si(CH2)3O(CH2)3NH2 ; (C2H5O)2C6H5Si(CH2)3O(CH2)3NH2 ; (C2H5O)3SiCH2O(CH2)2NH2 ; C2H5)Si(CH)0 (CH)NH(C2H5O)2CH3Si(CH2)3NH2 . The reactants are O=C1CCC(=O)N1Br, O=C(OOC(=O)c1ccccc1)c1ccccc1, Cc1ccc(C(=O)O)cc1Cl, ClC(Cl)(Cl)Cl. Yields the product O=C(O)c1ccc(CBr)c(Cl)c1. As a reaction SMILES: [Br:12][N:13]1[C:14](=[O:15])[CH2:16][CH2:17][C:18]1=[O:19].[C:20]([O:21][O:22][C:23](=[O:24])[c:25]1[cH:26][cH:27][cH:28][cH:29][cH:30]1)(=[O:31])[c:32]1[cH:33][cH:34][cH:35][cH:36][cH:37]1.[Cl:1][c:2]1[cH:3][c:4]([C:5](=[O:6])[OH:7])[cH:8][cH:9][c:10]1[CH3:11].[Cl:38][C:39]([Cl:40])([Cl:41])[Cl:42]>>[Cl:1][c:2]1[cH:3][c:4]([C:5](=[O:6])[OH:7])[cH:8][cH:9][c:10]1[CH2:11][Br:12]. Reactants: ice water, C(C)(=O)C1=C(C(=O)O)C(=CC=C1)NC(=O)C (2-acetyl-6-acetaminobenzoic acid), S(=O)(=O)(OCC)OCC (diethyl sulfate), C([O-])([O-])=O.[K+].[K+] (potassium carbonate). The solvent is CC(=O)C (acetone). The product is C(C)(=O)C1=C(C(=O)OCC)C(=CC=C1)NC(=O)C (ethyl 2-acetyl-6-acetaminobenzoate). Yield: 91.0%. As a reaction SMILES: [C:1]([C:4]1[CH:12]=[CH:11][CH:10]=[C:9]([NH:13][C:14]([CH3:16])=[O:15])[C:5]=1[C:6]([OH:8])=[O:7])(=[O:3])[CH3:2].S(OCC)(O[CH2:21][CH3:22])(=O)=O.C(=O)([O-])[O-].[K+].[K+]>CC(C)=O>[C:1]([C:4]1[CH:12]=[CH:11][CH:10]=[C:9]([NH:13][C:14]([CH3:16])=[O:15])[C:5]=1[C:6]([O:8][CH2:21][CH3:22])=[O:7])(=[O:3])[CH3:2] |f:2.3.4|. Procedure details: The mixture of 4.0 g of 2-acetyl-6-acetaminobenzoic acid, 3.1 g of diethyl sulfate and 2.8 g of potassium carbonate in 40 ml of acetone was allowed to react under stirring under refluxing for 5 hours. After the reaction was over, the reaction mixture was poured into ice water and extracted with ethyl acetate. The extract was washed with water and concentrated to obtain 4.1 g of ethyl 2-acetyl-6-acetaminobenzoate. Starting materials: SCCC(C)O (4-mercapto-2-butanol), C([O-])(O)=O.[Na+] (sodium bicarbonate), C(C)(=O)C1=CC=CC=C1 (acetophenone), C1(=CC=C(C=C1)S(=O)(=O)O)C (p-toluene sulfonic acid). Solvent: ClCCl (dichloromethane), ClCCl (dichloromethane). The product is CC1(OC(CCS1)C)C1=CC=CC=C1 (2,6-dimethyl-2-phenyl-1,3-oxathiane). RXN SMILES: [SH:1][CH2:2][CH2:3][CH:4]([OH:6])[CH3:5].[C:7]([C:10]1[CH:15]=[CH:14][CH:13]=[CH:12][CH:11]=1)(=O)[CH3:8].C1(C)C=CC(S(O)(=O)=O)=CC=1.C(=O)(O)[O-].[Na+]>ClCCl>[CH3:8][C:7]1([C:10]2[CH:15]=[CH:14][CH:13]=[CH:12][CH:11]=2)[S:1][CH2:2][CH2:3][CH:4]([CH3:5])[O:6]1 |f:3.4|. Procedure: 74 ml of dichloromethane is placed into a 100 ml round-bottom flask. To the dichloromethane is added 5.3 grams (0.05 moles) of 4-mercapto-2-butanol. 6.6 grams (0.055 moles) of acetophenone is then added followed by 0.1 grams of p-toluene sulfonic acid. Boiling chips are added to the flask. A Dean-Starke distilling receiver is placed on the flask, and a reflux condenser is placed on the receiver. The flask is then heated slowly until reflux occurs, and then the temperature is increased for a more... The reactants are CC(=O)[O-], COc1cc(C=O)c([N+](=O)[O-])c(OC)c1O, CC(=O)OC(C)=O, C[N+](=O)[O-], [NH4+]. The product is COc1cc(C=C[N+](=O)[O-])c([N+](=O)[O-])c(OC)c1O. Reaction SMILES: [CH3:18][C:19](=[O:20])[O-:21].[CH3:1][O:2][c:3]1[c:4]([N+:14](=[O:15])[O-:16])[c:5]([CH:6]=[O:7])[cH:8][c:9]([O:12][CH3:13])[c:10]1[OH:11].[CH3:26][C:27]([O:28][C:29](=[O:30])[CH3:31])=[O:32].[N+:22](=[O:23])([O-:24])[CH3:25].[NH4+:17]>>[CH3:1][O:2][c:3]1[c:4]([N+:14](=[O:15])[O-:16])[c:5]([CH:6]=[CH:25][N+:22](=[O:23])[O-:24])[cH:8][c:9]([O:12][CH3:13])[c:10]1[OH:11]. The reactants are CC(=O)c1ncc(C(F)(F)F)cc1Cl, COC(C)(OC)N(C)C, Cc1ccccc1. Yields the product CC(=CC(=O)c1ncc(C(F)(F)F)cc1Cl)N(C)C. As a reaction SMILES: [C:1]([CH3:2])(=[O:3])[c:4]1[n:5][cH:6][c:7]([C:11]([F:12])([F:13])[F:14])[cH:8][c:9]1[Cl:10].[CH3:15][O:16][C:17]([CH3:18])([N:19]([CH3:20])[CH3:21])[O:22][CH3:23].[CH3:24][c:25]1[cH:26][cH:27][cH:28][cH:29][cH:30]1>>[C:1]([CH:2]=[C:17]([CH3:18])[N:19]([CH3:20])[CH3:21])(=[O:3])[c:4]1[n:5][cH:6][c:7]([C:11]([F:12])([F:13])[F:14])[cH:8][c:9]1[Cl:10]. Reaction SMILES: C1C(=O)N([O:8][C:9]([O:11][CH2:12][CH:13]2[C:25]3[C:20](=[CH:21][CH:22]=[CH:23][CH:24]=3)[C:19]3[C:14]2=[CH:15][CH:16]=[CH:17][CH:18]=3)=O)C(=O)C1.[NH2:26][C@@H:27]([CH2:31][CH2:32][CH2:33][CH2:34][N:35]([C:51]([O:53][CH2:54][C:55]1[CH:60]=[CH:59][CH:58]=[CH:57][CH:56]=1)=[O:52])[CH2:36][CH2:37][CH2:38][CH2:39][NH:40][C:41]([O:43][CH2:44][C:45]1[CH:50]=[CH:49][CH:48]=[CH:47][CH:46]=1)=[O:42])[C:28]([OH:30])=[O:29].C([O-])([O-])=O.[Na+].[Na+].Cl>CN(C=O)C>[CH2:44]([O:43][C:41]([NH:40][CH2:39][CH2:38][CH2:37][CH2:36][N:35]([C:51]([O:53][CH2:54][C:55]1[CH:60]=[CH:59][CH:58]=[CH:57][CH:56]=1)=[O:52])[CH2:34][CH2:33][CH2:32][CH2:31][C@H:27]([NH:26][C:9]([O:11][CH2:12][CH:13]1[C:14]2[CH:15]=[CH:16][CH:17]=[CH:18][C:19]=2[C:20]2[C:25]1=[CH:24][CH:23]=[CH:22][CH:21]=2)=[O:8])[C:28]([OH:30])=[O:29])=[O:42])[C:45]1[CH:46]=[CH:47][CH:48]=[CH:49][CH:50]=1 |f:2.3.4|. Run in CN(C)C=O (DMF). The product is C(C1=CC=CC=C1)OC(=O)NCCCCN(CCCC[C@@H](C(=O)O)NC(=O)OCC1C2=CC=CC=C2C=2C=CC=CC12)C(=O)OCC1=CC=CC=C1 (11-[(Benzyloxycarbonyl)amino]-7-(carbobenzyloxy)-2(S)-[(9-fluorenylmethoxycarbonyl)amino]-7-azaundecanoic Acid). The yield is 58.4%. Run at time 21 hour. Procedure details: A solution of 9-fluorenylmethyl N-succinimidyl carbonate (143 mg, 0.42 mmol) in DMF (1.60 mL) was added to a solution of 9 (135 mg, 0.278 mmol) in 9% Na2CO3 (655.9 mg, 0.557 mmol) at 0° C. and stirred at room temperature for 21 hours under argon. The pH was adjusted to 7.0 with 0.1 N HCl. The mixture was concentrated to an oil and purified by flash chromatography (CHCl3, then 95% CHCl3MeOH) to give 10 (115 mg, 58%) as a colorless oil: 1H NMR (19.2° C.) δ1.22-1.92 (m, 10 H), 3.08 (m, 2 H), 3.16-3... The reactants are C1CC(=O)N(C1=O)OC(=O)OCC2C3=CC=CC=C3C4=CC=CC=C24 (9-fluorenylmethyl N-succinimidyl carbonate), N[C@H](C(=O)O)CCCCN(CCCCNC(=O)OCC1=CC=CC=C1)C(=O)OCC1=CC=CC=C1 (2(S)-Amino-11-[(benzyloxycarbonyl)amino]7-(carbobenzyloxy)-7-azaundecanoic Acid), C(=O)([O-])[O-].[Na+].[Na+] (Na2CO3), Cl (HCl). The reactants are N[C@@H](C)C=1N(C(C2=C(C=CC=C2C1)Cl)=O)C1=CC=CC=C1 ((S)-3-(1-aminoethyl)-8-chloro-2-phenylisoquinolin-1(2H)-one), CCN(C(C)C)C(C)C (DIEA), ClC1=NC=C(C(=N1)Cl)[N+](=O)[O-] (2,4-dichloro-5-nitropyrimidine). Solvent: C1CCOC1 (THF), C1CCOC1 (THF), C(Cl)Cl (DCM). Conditions: temperature -78 celsius, time 35 minute. The product is ClC=1C=CC=C2C=C(N(C(C12)=O)C1=CC=CC=C1)[C@H](C)NC1=NC(=NC=C1[N+](=O)[O-])Cl ((S)-8-chloro-3-(1-(2-chloro-5-nitropyrimidin-4-ylamino)ethyl)-2-phenylisoquinolin-1(2H)-one). As a reaction SMILES: [Cl:1][C:2]1[N:7]=[C:6](Cl)[C:5]([N+:9]([O-:11])=[O:10])=[CH:4][N:3]=1.[NH2:12][C@H:13]([C:15]1[N:16]([C:27]2[CH:32]=[CH:31][CH:30]=[CH:29][CH:28]=2)[C:17](=[O:26])[C:18]2[C:23]([CH:24]=1)=[CH:22][CH:21]=[CH:20][C:19]=2[Cl:25])[CH3:14].CCN(C(C)C)C(C)C>C1COCC1.C(Cl)Cl>[Cl:25][C:19]1[CH:20]=[CH:21][CH:22]=[C:23]2[C:18]=1[C:17](=[O:26])[N:16]([C:27]1[CH:28]=[CH:29][CH:30]=[CH:31][CH:32]=1)[C:15]([C@@H:13]([NH:12][C:6]1[C:5]([N+:9]([O-:11])=[O:10])=[CH:4][N:3]=[C:2]([Cl:1])[N:7]=1)[CH3:14])=[CH:24]2. Procedure: A solution of 2,4-dichloro-5-nitropyrimidine (250 mg, 1.29 mmol, 1.15 eq.) in THF (2 mL) was chilled in a −78° C. bath. To this solution was slowly added over 40 mins a mixture of compound 1 (335 mg, 1.12 mmol, 1.0 eq.) and DIEA (450 μL, 2.58 mmol, 2.3 eq.) in THF (4 mL). After addition was complete, the reaction was stirred at −78° C. during 30-40 mins, then allowed to warm slowly to 15° C. over 1 h. The reaction mixture was diluted with DCM (40 mL), washed with water and brine (15 mL each), dr... Reactants: C1CCOC1, C1CCOC1, CC(C)(C)[O-], [K+], COC(=O)CCC(C(N)=O)N1Cc2c(OCc3ccc4ccccc4c3)cccc2C1=O. The product is O=C1CCC(N2Cc3c(OCc4ccc5ccccc5c4)cccc3C2=O)C(=O)N1. As a reaction SMILES: [CH2:44]1[O:45][CH2:46][CH2:47][CH2:48]1.[CH2:7]1[O:8][CH2:9][CH2:10][CH2:11]1.[CH3:1][C:2]([CH3:3])([O-:4])[CH3:5].[K+:6].[NH2:12][C:13]([CH:14]([CH2:15][CH2:16][C:17]([O:19][CH3:18])=[O:20])[N:21]1[C:22](=[O:42])[c:23]2[cH:24][cH:25][cH:26][c:27]([O:30][CH2:31][c:32]3[cH:33][c:34]4[cH:35][cH:36][cH:37][cH:38][c:39]4[cH:40][cH:41]3)[c:28]2[CH2:29]1)=[O:43]>>[NH:12]1[C:13](=[O:43])[CH:14]([N:21]2[C:22](=[O:42])[c:23]3[cH:24][cH:25][cH:26][c:27]([O:30][CH2:31][c:32]4[cH:33][c:34]5[cH:35][cH:36][cH:37][cH:38][c:39]5[cH:40][cH:41]4)[c:28]3[CH2:29]2)[CH2:15][CH2:16][C:17]1=[O:19].